Task: describe an organic reaction: reactants, conditions, products, and yield. Dataset: the Open Reaction Database (ORD), a public repository of structured organic reaction records Reactants: [Al+3], CC(C)(C)OC(=O)N1CC(Nc2ccc3c(n2)-c2sc(-c4ncnn4-c4ccc(F)cc4F)cc2CCO3)C1, C1CCOC1, [H-], [H-], [H-], [H-], [Li+]. The product is CN1CC(Nc2ccc3c(n2)-c2sc(-c4ncnn4-c4ccc(F)cc4F)cc2CCO3)C1. RXN SMILES: [Al+3:41].[C:1]([O:2][C:6](=[O:3])[N:8]1[CH2:9][CH:10]([NH:12][c:13]2[cH:14][cH:15][c:16]3[c:17]([n:39]2)-[c:18]2[s:19][c:20](-[c:26]4[n:27](-[c:31]5[c:32]([F:38])[cH:33][c:34]([F:37])[cH:35][cH:36]5)[n:28][cH:29][n:30]4)[cH:21][c:22]2[CH2:23][CH2:24][O:25]3)[CH2:11]1)([CH3:4])([CH3:5])[CH3:7].[CH2:46]1[O:47][CH2:48][CH2:49][CH2:50]1.[H-:40].[H-:43].[H-:44].[H-:45].[Li+:42]>>[CH3:6][N:8]1[CH2:9][CH:10]([NH:12][c:13]2[cH:14][cH:15][c:16]3[c:17]([n:39]2)-[c:18]2[s:19][c:20](-[c:26]4[n:27](-[c:31]5[c:32]([F:38])[cH:33][c:34]([F:37])[cH:35][cH:36]5)[n:28][cH:29][n:30]4)[cH:21][c:22]2[CH2:23][CH2:24][O:25]3)[CH2:11]1. Starting materials: Fc1cc(-c2c(F)cc(Br)cc2F)cc(F)c1OC(F)F, CCCCC[SiH]1CCC(CCC2CCC(Br)CC2)CC1, C1CCOC1, [Mg]. The product is CCCCC[SiH]1CCC(CCC2CCC(c3cc(F)c(-c4cc(F)c(OC(F)F)c(F)c4)c(F)c3)CC2)CC1. Reaction SMILES: [Br:22][c:23]1[cH:24][c:25]([F:42])[c:26](-[c:30]2[cH:31][c:32]([F:41])[c:33]([O:37][CH:38]([F:39])[F:40])[c:34]([F:36])[cH:35]2)[c:27]([F:29])[cH:28]1.[CH2:1]([CH2:2][CH2:3][CH2:4][CH3:5])[SiH:6]1[CH2:7][CH2:8][CH:9]([CH2:12][CH2:13][CH:14]2[CH2:15][CH2:16][CH:17]([Br:20])[CH2:18][CH2:19]2)[CH2:10][CH2:11]1.[CH2:43]1[O:44][CH2:45][CH2:46][CH2:47]1.[Mg:21]>>[CH2:1]([CH2:2][CH2:3][CH2:4][CH3:5])[SiH:6]1[CH2:7][CH2:8][CH:9]([CH2:12][CH2:13][CH:14]2[CH2:15][CH2:16][CH:17]([c:23]3[cH:24][c:25]([F:42])[c:26](-[c:30]4[cH:31][c:32]([F:41])[c:33]([O:37][CH:38]([F:39])[F:40])[c:34]([F:36])[cH:35]4)[c:27]([F:29])[cH:28]3)[CH2:18][CH2:19]2)[CH2:10][CH2:11]1.